From a dataset of the Open Reaction Database (ORD), a public repository of structured organic reaction records. describe an organic reaction: reactants, conditions, products, and yield Product: [N+](=O)([O-])C1=CC=C(C(=O)OC2C(N(C(C2)C2=C(C=CC=C2OC)OC)CC2=CC=C(C=C2)OC(F)(F)F)=O)C=C1 (rac-(3R*,5S*)-5-(2,6-dimethoxyphenyl)-2-oxo-1-(4-(trifluoromethoxy)benzyl)-pyrrolidin-3-yl 4-nitrobenzoate). Procedure: A cooled (0° C.) mixture of rac-(3S*,5S*)-5-(2,6-dimethoxyphenyl)-3-hydroxy-1-(4-(trifluoromethoxy)benzyl)pyrrolidin-2-one (1.260 g; 3.06 mmol), 4-nitrobenzoic acid (1.023 g; 6.12 mmol), and PPh3 (1.767 g; 6.73 mmol) in anh. THF (50 ml) was treated dropwise with a solution of DEAD (1.173 g; 6.73 mmol) in anh. THF (10 ml). The resulting mixture was further stirred at 0° C., under nitrogen, for 5 min., and then at rt for 4 h. Concentration to dryness under reduced pressure, and subsequent purifica... As a reaction SMILES: [CH3:1][O:2][C:3]1[CH:8]=[CH:7][CH:6]=[C:5]([O:9][CH3:10])[C:4]=1[CH:11]1[N:15]([CH2:16][C:17]2[CH:22]=[CH:21][C:20]([O:23][C:24]([F:27])([F:26])[F:25])=[CH:19][CH:18]=2)[C:14](=[O:28])[CH:13]([OH:29])[CH2:12]1.[N+:30]([C:33]1[CH:41]=[CH:40][C:36]([C:37](O)=[O:38])=[CH:35][CH:34]=1)([O-:32])=[O:31].C1C=CC(P(C2C=CC=CC=2)C2C=CC=CC=2)=CC=1.CCOC(/N=N/C(OCC)=O)=O>C1COCC1>[N+:30]([C:33]1[CH:34]=[CH:35][C:36]([C:37]([O:29][CH:13]2[CH2:12][CH:11]([C:4]3[C:5]([O:9][CH3:10])=[CH:6][CH:7]=[CH:8][C:3]=3[O:2][CH3:1])[N:15]([CH2:16][C:17]3[CH:22]=[CH:21][C:20]([O:23][C:24]([F:25])([F:26])[F:27])=[CH:19][CH:18]=3)[C:14]2=[O:28])=[O:38])=[CH:40][CH:41]=1)([O-:32])=[O:31]. The reactants are CCOC(=O)/N=N/C(=O)OCC (DEAD), COC1=C(C(=CC=C1)OC)C1CC(C(N1CC1=CC=C(C=C1)OC(F)(F)F)=O)O (rac-(3S*,5S*)-5-(2,6-dimethoxyphenyl)-3-hydroxy-1-(4-(trifluoromethoxy)benzyl)pyrrolidin-2-one), [N+](=O)([O-])C1=CC=C(C(=O)O)C=C1 (4-nitrobenzoic acid), C1=CC=C(C=C1)P(C2=CC=CC=C2)C3=CC=CC=C3 (PPh3). Run at temperature 0 celsius, time 5 minute. The solvent is C1CCOC1 (THF), C1CCOC1 (THF).